Dataset: the Open Reaction Database (ORD), a public repository of structured organic reaction records. Task: describe an organic reaction: reactants, conditions, products, and yield Starting materials: [Al+3], CCOC(=O)c1cncn1-c1ccc(Br)cc1, [H-], [H-], [H-], [H-], [Li+], O=[Mn]=O. Yields the product O=Cc1cncn1-c1ccc(Br)cc1. Reaction SMILES: [Al+3:19].[Br:1][c:2]1[cH:3][cH:4][c:5](-[n:8]2[cH:9][n:10][cH:11][c:12]2[C:13](=[O:14])[O:15][CH2:16][CH3:17])[cH:6][cH:7]1.[H-:18].[H-:21].[H-:22].[H-:23].[Li+:20].[O:24]=[Mn:25]=[O:26]>>[Br:1][c:2]1[cH:3][cH:4][c:5](-[n:8]2[cH:9][n:10][cH:11][c:12]2[CH:13]=[O:14])[cH:6][cH:7]1. Reactants: NC[C@@H]1[C@H]2C[C@H]2CN1C(=O)C=1N=C(SC1C=1C=C(C=CC1)C)C (((1S,2S,5R)-2-Aminomethyl-3-aza-bicyclo[3.1.0]hex-3-yl)-(2-methyl-5-m-tolyl-thiazol-4-yl)-methanone), CN1N=C(C2=CC=CC=C12)C(=O)O (1-Methyl-1H-indazole-3-carboxylic acid). The product is CC=1SC(=C(N1)C(=O)N1[C@@H]([C@H]2C[C@H]2C1)CNC(=O)C1=NN(C2=CC=CC=C12)C)C=1C=C(C=CC1)C (1-Methyl-1H-indazole-3-carboxylic Acid[(1S,2S,5R)-3-(2-methyl-5-m-tolyl-thiazole-4-carbonyl)-3-aza-bicyclo[3.1.0]hex-2-ylmethyl]-amide). As a reaction SMILES: [NH2:1][CH2:2][C@H:3]1[N:8]([C:9]([C:11]2[N:12]=[C:13]([CH3:23])[S:14][C:15]=2[C:16]2[CH:17]=[C:18]([CH3:22])[CH:19]=[CH:20][CH:21]=2)=[O:10])[CH2:7][C@H:6]2[C@@H:4]1[CH2:5]2.[CH3:24][N:25]1[C:33]2[C:28](=[CH:29][CH:30]=[CH:31][CH:32]=2)[C:27]([C:34](O)=[O:35])=[N:26]1>>[CH3:23][C:13]1[S:14][C:15]([C:16]2[CH:17]=[C:18]([CH3:22])[CH:19]=[CH:20][CH:21]=2)=[C:11]([C:9]([N:8]2[CH2:7][C@H:6]3[C@H:4]([CH2:5]3)[C@H:3]2[CH2:2][NH:1][C:34]([C:27]2[C:28]3[C:33](=[CH:32][CH:31]=[CH:30][CH:29]=3)[N:25]([CH3:24])[N:26]=2)=[O:35])=[O:10])[N:12]=1. Reported procedure: prepared by reaction of ((1S,2S,5R)-2-Aminomethyl-3-aza-bicyclo[3.1.0]hex-3-yl)-(2-methyl-5-m-tolyl-thiazol-4-yl)-methanone with 1-Methyl-1H-indazole-3-carboxylic acid. LC-MS (basic): tR=0.92 min; [M+H]+=486.4. Reactants: C(C)(C)(C)OC(=O)NC(CC(=O)O)CO (3-tert-butoxycarbonylamino-4-hydroxy-butyric acid), N1C=NC=C1 (imidazole), [Si](C)(C)(C(C)(C)C)Cl (tert-butyldimethylsilyl chloride). Solvent: CN(C)C=O.C(Cl)Cl (DMF DCM). Run at time 8 hour. Product: C(C)(C)(C)OC(=O)NC(CC(=O)O)CO[Si](C)(C)C(C)(C)C (3-tert-butoxycarbonylamino-4-(tert-butyl-dimethyl-silanyloxy)-butyric acid). Reaction SMILES: [C:1]([O:5][C:6]([NH:8][CH:9]([CH2:14][OH:15])[CH2:10][C:11]([OH:13])=[O:12])=[O:7])([CH3:4])([CH3:3])[CH3:2].N1C=CN=C1.[Si:21](Cl)([C:24]([CH3:27])([CH3:26])[CH3:25])([CH3:23])[CH3:22]>CN(C=O)C.C(Cl)Cl>[C:1]([O:5][C:6]([NH:8][CH:9]([CH2:14][O:15][Si:21]([C:24]([CH3:27])([CH3:26])[CH3:25])([CH3:23])[CH3:22])[CH2:10][C:11]([OH:13])=[O:12])=[O:7])([CH3:3])([CH3:4])[CH3:2] |f:3.4|. Procedure details: To a solution of 1 g of DL-3-tert-butoxycarbonylamino-4-hydroxy-butyric acid in a mixture of DMF/DCM 1:5, 1.24 g of imidazole and 1.7 g of tert-butyldimethylsilyl chloride were added. The solution was left stirring at room temperature overnight. The solution was extracted three times with 5% aq. NaHSO4 and the aqueous phases were washed twice with DCM. The organic extracts were dried over anh. sodium sulfate and the solvent evaporated under vacuum to provide 2.1 g of the title compound. The reactants are BrC=1C=C2C(=C(C=NC2=CC1)C(=O)C1CC1)N[C@@H]1CC[C@H](CC1)CNC(OC(C)(C)C)=O (tert-butyl {trans-4-[6-bromo-3-(cyclopropanecarbonyl)quinolin-4-ylamino]cyclohexyl}methylcarbamate), ClC1=C(C(=CC(=C1)B1OC(C(O1)(C)C)(C)C)OC)O (2-chloro-6-methoxy-4-(4,4,5,5-tetramethyl-1,3,2-dioxaborolan-2-yl)phenol). The product is ClC=1C=C(C=C(C1O)OC)C=1C=C2C(=C(C=NC2=CC1)C(=O)C1CC1)N[C@@H]1CC[C@H](CC1)CNC(OC(C)(C)C)=O (tert-Butyl {trans-4-[6-(3-chloro-4-hydroxy-5-methoxyphenyl)-3-(cyclopropanecarbonyl)quinolin-4-ylamino]cyclohexyl}methylcarbamate). Yield: 126.1%. As a reaction SMILES: Br[C:2]1[CH:3]=[C:4]2[C:9](=[CH:10][CH:11]=1)[N:8]=[CH:7][C:6]([C:12]([CH:14]1[CH2:16][CH2:15]1)=[O:13])=[C:5]2[NH:17][C@H:18]1[CH2:23][CH2:22][C@H:21]([CH2:24][NH:25][C:26](=[O:32])[O:27][C:28]([CH3:31])([CH3:30])[CH3:29])[CH2:20][CH2:19]1.[Cl:33][C:34]1[CH:39]=[C:38](B2OC(C)(C)C(C)(C)O2)[CH:37]=[C:36]([O:49][CH3:50])[C:35]=1[OH:51]>>[Cl:33][C:34]1[CH:39]=[C:38]([C:2]2[CH:3]=[C:4]3[C:9](=[CH:10][CH:11]=2)[N:8]=[CH:7][C:6]([C:12]([CH:14]2[CH2:15][CH2:16]2)=[O:13])=[C:5]3[NH:17][C@H:18]2[CH2:23][CH2:22][C@H:21]([CH2:24][NH:25][C:26](=[O:32])[O:27][C:28]([CH3:30])([CH3:29])[CH3:31])[CH2:20][CH2:19]2)[CH:37]=[C:36]([O:49][CH3:50])[C:35]=1[OH:51]. Reported procedure: Following general procedure F, tert-butyl {trans-4-[6-bromo-3-(cyclopropanecarbonyl)quinolin-4-ylamino]cyclohexyl}methylcarbamate (65 mg, 0.123 mmol) was reacted with 2-chloro-6-methoxy-4-(4,4,5,5-tetramethyl-1,3,2-dioxaborolan-2-yl)phenol (55 mg, 0.185 mmol) to afford the crude product (90 mg) as a yellow-green solid: ESI MS m/z 580 [C32H38ClN3O5+H]+.